From a dataset of the Open Reaction Database (ORD), a public repository of structured organic reaction records. describe an organic reaction: reactants, conditions, products, and yield The reactants are CCOC(=O)c1cnc(NC2CCN(Cc3ccccc3)C2)c(F)c1, C1CCOC1, CC(C)C[AlH]CC(C)C, CCCCCC, [Cl-], [NH4+], [Na+], [Na+], O=S(=O)([O-])[O-]. Product: O=Cc1cnc(NC2CCN(Cc3ccccc3)C2)c(F)c1. Reaction SMILES: [CH2:10]([c:11]1[cH:12][cH:13][cH:14][cH:15][cH:16]1)[N:17]1[CH2:18][CH:19]([NH:22][c:23]2[n:24][cH:25][c:26]([C:27](=[O:28])[O:29][CH2:30][CH3:31])[cH:32][c:33]2[F:34])[CH2:20][CH2:21]1.[CH2:50]1[O:51][CH2:52][CH2:53][CH2:54]1.[CH3:1][CH:2]([CH2:3][AlH:4][CH2:5][CH:6]([CH3:7])[CH3:8])[CH3:9].[CH3:44][CH2:45][CH2:46][CH2:47][CH2:48][CH3:49].[Cl-:35].[NH4+:36].[Na+:37].[Na+:38].[O-:39][S:40]([O-:41])(=[O:42])=[O:43]>>[CH2:10]([c:11]1[cH:12][cH:13][cH:14][cH:15][cH:16]1)[N:17]1[CH2:18][CH:19]([NH:22][c:23]2[n:24][cH:25][c:26]([CH:27]=[O:28])[cH:32][c:33]2[F:34])[CH2:20][CH2:21]1. The solvent is CCOCC (Et2O), CO (MeOH). The product is Cl.CN1C2=C(C3=C1CCNCC3)C=CC(=N2)N2C(C=C(C=C2)C=2N=NC(=CC2)C(F)(F)F)=O (1-(10-Methyl-5,6,7,8,9,10-hexahydropyrido[3′,2′:4,5]pyrrolo[2,3-d]azepin-2-yl)-4-(6-(trifluoromethyl)pyridazin-3-yl)pyridin-2(1H)-one hydrochloride). Starting materials: Cl (HCl), CN1C2=C(C3=C1CCN(CC3)C(=O)OC(C)(C)C)C=CC(=N2)N2C(C=C(C=C2)C=2N=NC(=CC2)C(F)(F)F)=O (tert-butyl 10-methyl-2-(2-oxo-4-(6-(trifluoromethyl)pyridazin-3-yl)pyridin-1(2H)-yl)-5,8,9,10-tetrahydropyrido[3′,2′:4,5]pyrrolo[2,3-d]azepine-7(6H)-carboxylate). Procedure details: 1.25 M HCl in MeOH (4.3 mL) was added to tert-butyl 10-methyl-2-(2-oxo-4-(6-(trifluoromethyl)pyridazin-3-yl)pyridin-1(2H)-yl)-5,8,9,10-tetrahydropyrido[3′,2′:4,5]pyrrolo[2,3-d]azepine-7(6H)-carboxylate (47 mg, 0.087 mmol), and the resulting solution was stirred under N2 at ambient temperature for 20 h. The solution was diluted with Et2O (25 mL), and the resulting solids were collected by filtration to provide the title compound (39 mg, 94%) as a yellow solid: mp 300-305° C. dec; 1H NMR (500 MHz,... Conditions: time 20 hour. Yield: 94.0%. RXN SMILES: [ClH:1].[CH3:2][N:3]1[C:7]2[CH2:8][CH2:9][N:10](C(OC(C)(C)C)=O)[CH2:11][CH2:12][C:6]=2[C:5]2[CH:20]=[CH:21][C:22]([N:24]3[CH:29]=[CH:28][C:27]([C:30]4[N:31]=[N:32][C:33]([C:36]([F:39])([F:38])[F:37])=[CH:34][CH:35]=4)=[CH:26][C:25]3=[O:40])=[N:23][C:4]1=2>CO.CCOCC>[ClH:1].[CH3:2][N:3]1[C:7]2[CH2:8][CH2:9][NH:10][CH2:11][CH2:12][C:6]=2[C:5]2[CH:20]=[CH:21][C:22]([N:24]3[CH:29]=[CH:28][C:27]([C:30]4[N:31]=[N:32][C:33]([C:36]([F:39])([F:38])[F:37])=[CH:34][CH:35]=4)=[CH:26][C:25]3=[O:40])=[N:23][C:4]1=2 |f:4.5|. The reactants are [OH-].[Na+] (Sodium hydroxide), COC(C1=CC(=CC(=C1)OCCCOC1=CC=C(C=C1)OCC1=CC=CC=C1)OCCCCCCCCCC)=O (3-(decyloxy)-5-[3-[4-(phenylmethoxy)phenoxy]propoxy]benzoic acid methyl ester). The product is C(CCCCCCCCC)OC=1C=C(C(=O)O)C=C(C1)OCCCOC1=CC=C(C=C1)OCC1=CC=CC=C1 (3-(decyloxy)-5-[3-[4-(phenylmethoxy)phenoxy]propoxy]benzoic acid). The yield is 95.0%. Reaction SMILES: [OH-].[Na+].C[O:4][C:5](=[O:42])[C:6]1[CH:11]=[C:10]([O:12][CH2:13][CH2:14][CH2:15][O:16][C:17]2[CH:22]=[CH:21][C:20]([O:23][CH2:24][C:25]3[CH:30]=[CH:29][CH:28]=[CH:27][CH:26]=3)=[CH:19][CH:18]=2)[CH:9]=[C:8]([O:31][CH2:32][CH2:33][CH2:34][CH2:35][CH2:36][CH2:37][CH2:38][CH2:39][CH2:40][CH3:41])[CH:7]=1>>[CH2:32]([O:31][C:8]1[CH:7]=[C:6]([CH:11]=[C:10]([O:12][CH2:13][CH2:14][CH2:15][O:16][C:17]2[CH:18]=[CH:19][C:20]([O:23][CH2:24][C:25]3[CH:26]=[CH:27][CH:28]=[CH:29][CH:30]=3)=[CH:21][CH:22]=2)[CH:9]=1)[C:5]([OH:42])=[O:4])[CH2:33][CH2:34][CH2:35][CH2:36][CH2:37][CH2:38][CH2:39][CH2:40][CH3:41] |f:0.1|. Reported procedure: Sodium hydroxide hydrolysis of 3-(decyloxy)-5-[3-[4-(phenylmethoxy)phenoxy]propoxy]benzoic acid methyl ester gave 3-(decyloxy)-5-[3-[4-(phenylmethoxy)phenoxy]propoxy]benzoic acid (95% yield, mp 107°-109°) Reactants: ClC1=CN=CC(=N1)C1=CC2=C(N=C(S2)NC(C)=O)C=C1 (N-(6-(6-chloropyrazin-2-yl)benzo[d]thiazol-2-yl)acetamide), C12CNCC(CC1)CC2 (3-aza-bicyclo[3.2.2]nonane). Reaction conditions: temperature 140 celsius, time 3 hour. Yields the product C12CN(CC(CC1)CC2)C2=CN=CC(=N2)C2=CC1=C(N=C(S1)N)C=C2 (6-(6-(3-aza-bicyclo[3.2.2]nonan-3-yl)pyrazin-2-yl)benzo[d]thiazol-2-amine). Isolated yield 24.6%. As a reaction SMILES: Cl[C:2]1[N:7]=[C:6]([C:8]2[CH:20]=[CH:19][C:11]3[N:12]=[C:13]([NH:15]C(=O)C)[S:14][C:10]=3[CH:9]=2)[CH:5]=[N:4][CH:3]=1.[CH:21]12[CH2:29][CH2:28][CH:25]([CH2:26][CH2:27]1)[CH2:24][NH:23][CH2:22]2>>[CH:21]12[CH2:29][CH2:28][CH:25]([CH2:26][CH2:27]1)[CH2:24][N:23]([C:2]1[N:7]=[C:6]([C:8]3[CH:20]=[CH:19][C:11]4[N:12]=[C:13]([NH2:15])[S:14][C:10]=4[CH:9]=3)[CH:5]=[N:4][CH:3]=1)[CH2:22]2. Procedure: A 10 mL, CEM microwave vial was charged with N-(6-(6-chloropyrazin-2-yl)benzo[d]thiazol-2-yl)acetamide (0.0657 g, 0.22 mmol), 3-aza-bicyclo[3.2.2]nonane (0.032 g, 0.26 mmol), 1 mL dry TFE and a stirbar. The vessel was flushed with Ar, sealed and heated using a 110° C. heat block for 12 h. The reaction was cooled and 4 mL EtOH was added. The vial was sealed and the slurry was heated to 140° C. using a heat transfer block for 5 minutes and cooled. The slurry was filtered using a course glass filte... The reactants are COC(C)(C)C, C[O-], CO, CCOC(C)=O, Cl, CCOC(=O)C(F)(F)F, [Na+], COC(=O)c1cc(C(C)=O)ccc1-c1ccco1. The product is COC(=O)c1cc(C(=O)CC(=O)C(F)(F)F)ccc1-c1ccco1. As a reaction SMILES: [C:32]([O:33][CH3:34])([CH3:35])([CH3:36])[CH3:37].[CH3:19][O-:20].[CH3:38][OH:39].[CH3:40][CH2:41][O:42][C:43](=[O:44])[CH3:45].[ClH:31].[F:22][C:23]([C:24](=[O:25])[O:26][CH2:27][CH3:28])([F:29])[F:30].[Na+:21].[o:1]1[c:2](-[c:6]2[c:7]([C:15](=[O:16])[O:17][CH3:18])[cH:8][c:9]([C:12]([CH3:13])=[O:14])[cH:10][cH:11]2)[cH:3][cH:4][cH:5]1>>[o:1]1[c:2](-[c:6]2[c:7]([C:15](=[O:16])[O:17][CH3:18])[cH:8][c:9]([C:12]([CH2:13][C:24]([C:23]([F:22])([F:29])[F:30])=[O:25])=[O:14])[cH:10][cH:11]2)[cH:3][cH:4][cH:5]1.